This data is from the Open Reaction Database (ORD), a public repository of structured organic reaction records. The task is: describe an organic reaction: reactants, conditions, products, and yield The solvent is C(C)#N (acetonitrile), C(C)(=O)OCC (ethyl acetate), O (water). Run at temperature 0 celsius, time 5 hour. Reactants: NC1=C(C=C(C=C1)SCC1=CC=CC=C1)/C=C/C(=O)OCC ((E)-ethyl 3-(2-amino-5-(benzylthio)phenyl)acrylate), O.C1(=CC=C(C=C1)S(=O)(=O)O)C (para-toluenesulfonic acid monohydrate), N(=O)[O-].[Na+] (sodium nitrite), [I-].[K+] (potassium iodide). Reported procedure: To a solution of (E)-ethyl 3-(2-amino-5-(benzylthio)phenyl)acrylate (150 g, 479 mmol, 1.0 equiv) in acetonitrile (2.0 L) was added para-toluenesulfonic acid monohydrate (273.16 g, 1437 mmol, 3.0 equiv, Spectrochem). The reaction mixture was cooled to 0° C. and a solution of sodium nitrite (66.03 g, 958 mmol, 2.0 equiv, Spectrochem) and potassium iodide (185.7 g, 1198 mmol, 2.5 equiv, Spectrochem) in water (450 mL) was added drop wise keeping temperature below 5° C. The reaction mixture was stirr... Isolated yield 64.0%. Reaction SMILES: N[C:2]1[CH:7]=[CH:6][C:5]([S:8][CH2:9][C:10]2[CH:15]=[CH:14][CH:13]=[CH:12][CH:11]=2)=[CH:4][C:3]=1/[CH:16]=[CH:17]/[C:18]([O:20][CH2:21][CH3:22])=[O:19].O.C1(C)C=CC(S(O)(=O)=O)=CC=1.N([O-])=O.[Na+].[I-:39].[K+]>C(#N)C.O.C(OCC)(=O)C>[CH2:21]([O:20][C:18](=[O:19])[CH:17]=[CH:16][C:3]1[CH:4]=[C:5]([S:8][CH2:9][C:10]2[CH:15]=[CH:14][CH:13]=[CH:12][CH:11]=2)[CH:6]=[CH:7][C:2]=1[I:39])[CH3:22] |f:1.2,3.4,5.6|. The product is C(C)OC(C=CC1=C(C=CC(=C1)SCC1=CC=CC=C1)I)=O (ethyl-3-(5-(benzylthio)-2-iodophenyl)acrylate). Reactants: [Mg+]Cc1ccccc1, CN(C)c1cc(C(F)(F)C2CCCCC2=O)c(F)c(F)c1F, [Cl-], [Cl-], Cl, N, [NH4+], C1CCOC1, O. The product is CN(C)c1cc(C(F)(F)C2CCCCC2(O)Cc2ccccc2)c(F)c(F)c1F. As a reaction SMILES: [CH2:26]([c:27]1[cH:28][cH:29][cH:30][cH:31][cH:32]1)[Mg+:33].[CH3:2][N:3]([CH3:4])[c:5]1[c:6]([F:23])[c:7]([F:22])[c:8]([F:21])[c:9]([C:11]([CH:12]2[C:13](=[O:18])[CH2:14][CH2:15][CH2:16][CH2:17]2)([F:19])[F:20])[cH:10]1.[Cl-:25].[Cl-:34].[ClH:1].[NH3:24].[NH4+:35].[O:36]1[CH2:37][CH2:38][CH2:39][CH2:40]1.[OH2:41]>>[CH3:2][N:3]([CH3:4])[c:5]1[c:6]([F:23])[c:7]([F:22])[c:8]([F:21])[c:9]([C:11]([CH:12]2[C:13]([OH:18])([CH2:26][c:27]3[cH:28][cH:29][cH:30][cH:31][cH:32]3)[CH2:14][CH2:15][CH2:16][CH2:17]2)([F:19])[F:20])[cH:10]1. Reactants: CCO, [H][H], CC12CCC(CN=[N+]=[N-])(CC1)OC2=O, O=[Pt]=O. The product is CC12CCC(CN)(CC1)OC2=O. As a reaction SMILES: [CH3:17][CH2:18][OH:19].[H:15][H:16].[N:1](=[N+:2]=[N-:3])[CH2:4][C:5]12[O:6][C:7](=[O:14])[C:8]([CH3:13])([CH2:9][CH2:10]1)[CH2:11][CH2:12]2.[Pt:20](=[O:21])=[O:22]>>[NH2:1][CH2:4][C:5]12[O:6][C:7](=[O:14])[C:8]([CH3:13])([CH2:9][CH2:10]1)[CH2:11][CH2:12]2. The reactants are CC(=O)OC(=O)C (Ac2O), NC=1C=C2CCCC2=CC1 (5-aminoindan), [N+](=O)([O-])C1=C(C=C2CCCC2=C1)N (6-Nitro-5-indanamine), [N+](=O)([O-])[O-].[K+] (KNO3), [N+](=O)([O-])C1=C2CCCC2=CC=C1N (4-Nitro-5-indanamine), ice water. The solvent is O1CCOCC1 (dioxane), O (water). Run at temperature 20 celsius, time 16 hour. The product is [N+](=O)([O-])C1=C(C=C2CCCC2=C1)NC(C)=O (N-(6-nitro-2,3-dihydro-1H-inden-5-yl)acetamide). The yield is 24.0%. RXN SMILES: [N+:1]([C:4]1[CH:12]=[C:11]2[C:7]([CH2:8][CH2:9][CH2:10]2)=[CH:6][C:5]=1[NH2:13])([O-:3])=[O:2].[N+](C1C(N)=CC=C2C=1CCC2)([O-])=O.[CH3:27][C:28](OC(C)=O)=[O:29].NC1C=C2C(=CC=1)CCC2.[N+]([O-])([O-])=O.[K+]>O1CCOCC1.O>[N+:1]([C:4]1[CH:12]=[C:11]2[C:7]([CH2:8][CH2:9][CH2:10]2)=[CH:6][C:5]=1[NH:13][C:28](=[O:29])[CH3:27])([O-:3])=[O:2] |f:4.5|. Procedure details: 6-Nitro-5-indanamine (2) and 4-Nitro-5-indanamine (3). Ac2O (15.6 mL, 165 mmol) was added dropwise to a stirred solution of 5-aminoindan (1) (10 g, 75.1 mmol) in dioxane (40 mL) at 5° C. and the solution stirred at 20° C. for 16 h. The solution was diluted with water (100 mL) and the precipitate filtered, washed with water (2×10 mL) and dried. The solid was dissolved in cH2SO4 (100 mL) and cooled to 5° C. A solution of KNO3 (8.35 g, 82.6 mmol) in cH2SO4 (15 mL) was added dropwise and the solutio... The reactants are C(C)(C)(C)OC(=O)N1CCS(CC(C1)=O)(=O)=O (4-N-(t-Butyloxycarbonyl)-1,1-dioxo -2,3,4,5,6,7-hexahydro-1,4-thiazepin-6-one), ClC1=C(C=O)C=CC=C1Cl (2,3-dichlorobenzaldehyde), N\C(=C/C(=O)OCC)\C (ethyl 3-aminocrotonate). The solvent is C(C)O (ethanol). Product: ClC1=C(C=CC=C1Cl)C1C(=C(NC=2CN(CCS(C21)(=O)=O)C(=O)OC(C)(C)C)C)C(=O)OCC (Ethyl 9-(2,3-Dichlorophenyl)-4-(t-butyloxycarbonyl) -1,1-dioxo-2,3,4,5,6,9-hexahydro-7-methylpyrido[2,3-f][1,4]thiazepine-8-carboxylate). Reaction SMILES: [C:1]([O:5][C:6]([N:8]1[CH2:14][C:13](=O)[CH2:12][S:11](=[O:17])(=[O:16])[CH2:10][CH2:9]1)=[O:7])([CH3:4])([CH3:3])[CH3:2].[Cl:18][C:19]1[C:26]([Cl:27])=[CH:25][CH:24]=[CH:23][C:20]=1[CH:21]=O.[NH2:28]/[C:29](/[CH3:36])=[CH:30]\[C:31]([O:33][CH2:34][CH3:35])=[O:32]>C(O)C>[Cl:18][C:19]1[C:26]([Cl:27])=[CH:25][CH:24]=[CH:23][C:20]=1[CH:21]1[C:12]2[S:11](=[O:17])(=[O:16])[CH2:10][CH2:9][N:8]([C:6]([O:5][C:1]([CH3:4])([CH3:3])[CH3:2])=[O:7])[CH2:14][C:13]=2[NH:28][C:29]([CH3:36])=[C:30]1[C:31]([O:33][CH2:34][CH3:35])=[O:32]. Procedure: A mixture of 4-N-(t-butyloxycarbonyl)-1,1-dioxo -2,3,4,5,6,7-hexahydro-1,4-thiazepin-6-one (2.00 g, 7.60 mmole) from Example 6, 2,3-dichlorobenzaldehyde (1.33 g, 7.60 mmole) and ethyl 3-aminocrotonate (0.98 g, 7.60 mmole) was heated to reflux in 40 mL of ethanol for 24 hours. The ethanol was removed under reduced pressure and replaced with 85 mL of toluene. The mixture was heated to reflux for 2 hours, cooled to room temperature and filtered to obtain the produce (2.45 g, 61%). The reactants are O=C1c2ccccc2C(=O)N1CCCCCBr, Cc1nc2cccc3[nH]c(=O)c1n23, [H-], [Na+], CN(C)C=O, O. The product is Cc1nc2cccc3n(CCCCCN4C(=O)c5ccccc5C4=O)c(=O)c1n23. Reaction SMILES: [Br:16][CH2:17][CH2:18][CH2:19][CH2:20][CH2:21][N:22]1[C:23](=[O:32])[c:24]2[c:25]([cH:28][cH:29][cH:30][cH:31]2)[C:26]1=[O:27].[CH3:1][c:2]1[n:3][c:4]2[n:5]3[c:6]1[c:7](=[O:13])[nH:8][c:9]3[cH:10][cH:11][cH:12]2.[H-:14].[Na+:15].[O:34]=[CH:35][N:36]([CH3:37])[CH3:38].[OH2:33]>>[CH3:1][c:2]1[n:3][c:4]2[n:5]3[c:6]1[c:7](=[O:13])[n:8]([CH2:17][CH2:18][CH2:19][CH2:20][CH2:21][N:22]1[C:23](=[O:32])[c:24]4[c:25]([cH:28][cH:29][cH:30][cH:31]4)[C:26]1=[O:27])[c:9]3[cH:10][cH:11][cH:12]2. Yields the product C(C=C)N1C(=O)N(C=2N=C(NC2C1=O)C12CC3CC2CC(C1)C3)CCC (1-Allyl-8-(3-tricyclo[3.3.1.03,7 ]nonyl) -3-propylxanthine). The reactants are NC1=C(C(NC(N1CCC)=O)=O)NC(=O)C12CC3CC2CC(C1)C3 (6-amino-5-(3-tricyclo[3.3.1.03,7 ]nonylcarbonylamino)-1-propyluracil), C(C=C)Br (allyl bromide). Procedure: Substantially the same procedure as in Reference Example 3 was repeated using 300 mg (0.90 mmol) of 6-amino-5-(3-tricyclo[3.3.1.03,7 ]nonylcarbonylamino)-1-propyluracil (Japanese Published Unexamined Patent Application No. 173889/91) and 0.16 ml (1.81 mmol) of allyl bromide. The obtained crude product was subjected to the same cyclization reaction that was used in Example 1, without purification, to give 110 mg (yield 35%) of Compound J as a white powder. Yield: 34.5%. Reaction SMILES: [NH2:1][C:2]1[N:7]([CH2:8][CH2:9][CH3:10])[C:6](=[O:11])[NH:5][C:4](=[O:12])[C:3]=1[NH:13][C:14]([C:16]12[CH2:23][CH:22]3[CH2:24][CH:18]([CH2:19][CH:20]1[CH2:21]3)[CH2:17]2)=O.[CH2:25](Br)[CH:26]=[CH2:27]>>[CH2:27]([N:5]1[C:4](=[O:12])[C:3]2[NH:13][C:14]([C:16]34[CH2:17][CH:18]5[CH2:24][CH:22]([CH2:21][CH:20]3[CH2:19]5)[CH2:23]4)=[N:1][C:2]=2[N:7]([CH2:8][CH2:9][CH3:10])[C:6]1=[O:11])[CH:26]=[CH2:25]. Procedure: m.p. 164°-165° C., 9.9 g., was prepared as in Example 23 using 12.0 g. of 4-phenoxybenzoyl chloride (from 16.0 g. of 4-phenoxybenzoic acid as in Example 6) in 20 ml. of ethylene dichloride, 3.8 g. of 1,7-heptanediamine, 40 ml. of ethylene dichloride, 6.9 g. of potassium carbonate, 63 ml. of water and recrystallization from ethylene dichloride. Solvent: C(CCl)Cl (ethylene dichloride), C(CCl)Cl (ethylene dichloride). Reaction SMILES: [O:1]([C:8]1[CH:16]=[CH:15][C:11]([C:12](Cl)=[O:13])=[CH:10][CH:9]=1)[C:2]1[CH:7]=[CH:6][CH:5]=[CH:4][CH:3]=1.[CH2:17]([NH2:25])[CH2:18][CH2:19][CH2:20][CH2:21][CH2:22][CH2:23][NH2:24].[C:26](=[O:29])([O-])[O-].[K+].[K+]>C(Cl)CCl>[O:1]([C:8]1[CH:16]=[CH:15][C:11]([C:12]([NH:24][CH2:23][CH2:22][CH2:21][CH2:20][CH2:19][CH2:18][CH2:17][NH:25][C:26](=[O:29])[C:11]2[CH:15]=[CH:16][C:8]([O:1][C:2]3[CH:7]=[CH:6][CH:5]=[CH:4][CH:3]=3)=[CH:9][CH:10]=2)=[O:13])=[CH:10][CH:9]=1)[C:2]1[CH:7]=[CH:6][CH:5]=[CH:4][CH:3]=1 |f:2.3.4|. Starting materials: O(C1=CC=CC=C1)C1=CC=C(C(=O)Cl)C=C1 (4-phenoxybenzoyl chloride), C(CCCCCCN)N (1,7-heptanediamine), C([O-])([O-])=O.[K+].[K+] (potassium carbonate). Yields the product O(C1=CC=CC=C1)C1=CC=C(C(=O)NCCCCCCCNC(C2=CC=C(C=C2)OC2=CC=CC=C2)=O)C=C1 (N,N'-Heptamethylenebis(4-phenoxybenzamide)). Reactants: ClC1=CC=C(CNC(=O)C=2C=NC3=CC=C(C=C3C2O)CN2CCOCC2)C=C1 (N-(4-chlorobenzyl)-4-hydroxy-6-(4-morpholinylmethyl)-3-quinolinecarboxamide), C1(=CC=CC=C1)P(C1=CC=CC=C1)C1=CC=CC=C1 (triphenylphosphine), CC1=C(SC=C1)CCCO (3-methylthiolpropanol), N(=NC(=O)OCC)C(=O)OCC (diethyl azodicarboxylate). Run in C1CCOC1 (THF). Reaction conditions: time 48 hour. Product: ClC1=CC=C(CNC(=O)C2=CN(C3=CC=C(C=C3C2=O)CN2CCOCC2)CCCSC)C=C1 (N-(4-Chlorobenzyl)-1-[3-(methylsulfanyl)propyl]-6-(4-morpholinylmethyl)-4-oxo-1,4-dihydro-3-quinolinecarboxamide). As a reaction SMILES: [Cl:1][C:2]1[CH:29]=[CH:28][C:5]([CH2:6][NH:7][C:8]([C:10]2[CH:11]=[N:12][C:13]3[C:18]([C:19]=2[OH:20])=[CH:17][C:16]([CH2:21][N:22]2[CH2:27][CH2:26][O:25][CH2:24][CH2:23]2)=[CH:15][CH:14]=3)=[O:9])=[CH:4][CH:3]=1.C1(P(C2C=CC=CC=2)C2C=CC=CC=2)C=CC=CC=1.[CH3:49][C:50]1C=[CH:53][S:52][C:51]=1CCCO.N(C(OCC)=O)=NC(OCC)=O>C1COCC1>[Cl:1][C:2]1[CH:29]=[CH:28][C:5]([CH2:6][NH:7][C:8]([C:10]2[C:19](=[O:20])[C:18]3[C:13](=[CH:14][CH:15]=[C:16]([CH2:21][N:22]4[CH2:23][CH2:24][O:25][CH2:26][CH2:27]4)[CH:17]=3)[N:12]([CH2:49][CH2:50][CH2:51][S:52][CH3:53])[CH:11]=2)=[O:9])=[CH:4][CH:3]=1. Procedure details: A dry flask containing N-(4-chlorobenzyl)-4-hydroxy-6-(4-morpholinylmethyl)-3-quinolinecarboxamide (0.20 gm) from Preparation No. 40 in dry THF (5 mL) under an argon atmosphere is added triphenylphosphine (396 mg), 3-methylthiolpropanol (0.16 mL) and diethyl azodicarboxylate (0.18 mL). The mixture is stirred at room temperature 48 hours and then concentrated under reduced pressure. The crude product is purified by flash column chromatography eluting with 2% to 6% methanol in dichloromethane and ...